From a dataset of the Open Reaction Database (ORD), a public repository of structured organic reaction records. describe an organic reaction: reactants, conditions, products, and yield Starting materials: ClC1=CC=C(C=N1)C=1C=NC=CC1 (6-chloro-3,3'-bipyridine), NN (hydrazine), N1=CC=CC=C1 (pyridine). Conditions: temperature 110 celsius. Yields the product CC1=NN=C2N1C=C(C=C2)C=2C=NC=CC2 (3-Methyl-6-(3-pyridinyl)-1,2,4-triazolo[4,3-a]pyridine). Reaction SMILES: Cl[C:2]1[N:7]=[CH:6][C:5]([C:8]2[CH:9]=[N:10][CH:11]=[CH:12][CH:13]=2)=[CH:4][CH:3]=1.[NH2:14]N.[N:16]1C=CC=[CH:18][CH:17]=1>>[CH3:18][C:17]1[N:7]2[CH:6]=[C:5]([C:8]3[CH:9]=[N:10][CH:11]=[CH:12][CH:13]=3)[CH:4]=[CH:3][C:2]2=[N:14][N:16]=1. Reported procedure: A 90 mg portion of 6-chloro-3,3'-bipyridine and 0.15 ml of anhydrous hydrazine were dissolved in 20 ml of pyridine and heated at 110° C. for 48 hours. The volatiles were removed at reduced pressure and the residue dissolved in 20 ml of triethyl orthoacetate and heated at 110° C. for 12 hours. The volatiles were removed at reduced pressure and the residue purified by chromatography on silica gel, eluting with ethyl acetate:methanol (9:2). The obtained tan solid was recrystallized from ethyl aceta... Reactants: BrC=1C=C(C(=C(C(=O)NCC=2C(NC(=CC2C)C)=O)C1)C)N(C1CCOCC1)CC (5-bromo-N-((4,6-dimethyl-2-oxo-1,2-dihydropyridin-3-yl)methyl)-3-(ethyl(tetrahydro-2H-pyran-4-yl)amino)-2-methylbenzamide), C(=O)C1=CC=C(C=C1)B(O)O ((4-formylphenyl) boronic acid), C(=O)([O-])[O-].[Na+].[Na+] (Na2CO3). Reagents/catalysts: C=1C=CC(=CC1)[P](C=2C=CC=CC2)(C=3C=CC=CC3)[Pd]([P](C=4C=CC=CC4)(C=5C=CC=CC5)C=6C=CC=CC6)([P](C=7C=CC=CC7)(C=8C=CC=CC8)C=9C=CC=CC9)[P](C=1C=CC=CC1)(C=1C=CC=CC1)C=1C=CC=CC1 (Pd(PPh3)4). The solvent is O (water), O1CCOCC1.O (dioxane water). Yields the product CC1=C(C(NC(=C1)C)=O)CNC(=O)C=1C=C(C=C(C1C)N(C1CCOCC1)CC)C1=CC=C(C=C1)C=O (N-((4,6-dimethyl-2-oxo-1,2-dihydropyridin-3-yl)methyl)-5-(ethyl(tetrahydro-2H-pyran-4-yl)amino)-4′-formyl-4-methyl-[1,1′-biphenyl]-3-carboxamide). Yield: 69.8%. As a reaction SMILES: Br[C:2]1[CH:3]=[C:4]([N:22]([CH2:29][CH3:30])[CH:23]2[CH2:28][CH2:27][O:26][CH2:25][CH2:24]2)[C:5]([CH3:21])=[C:6]([CH:20]=1)[C:7]([NH:9][CH2:10][C:11]1[C:12](=[O:19])[NH:13][C:14]([CH3:18])=[CH:15][C:16]=1[CH3:17])=[O:8].[CH:31]([C:33]1[CH:38]=[CH:37][C:36](B(O)O)=[CH:35][CH:34]=1)=[O:32].C([O-])([O-])=O.[Na+].[Na+]>O1CCOCC1.O.O.C1C=CC([P]([Pd]([P](C2C=CC=CC=2)(C2C=CC=CC=2)C2C=CC=CC=2)([P](C2C=CC=CC=2)(C2C=CC=CC=2)C2C=CC=CC=2)[P](C2C=CC=CC=2)(C2C=CC=CC=2)C2C=CC=CC=2)(C2C=CC=CC=2)C2C=CC=CC=2)=CC=1>[CH3:17][C:16]1[CH:15]=[C:14]([CH3:18])[NH:13][C:12](=[O:19])[C:11]=1[CH2:10][NH:9][C:7]([C:6]1[CH:20]=[C:2]([C:36]2[CH:37]=[CH:38][C:33]([CH:31]=[O:32])=[CH:34][CH:35]=2)[CH:3]=[C:4]([N:22]([CH2:29][CH3:30])[CH:23]2[CH2:28][CH2:27][O:26][CH2:25][CH2:24]2)[C:5]=1[CH3:21])=[O:8] |f:2.3.4,5.6,^1:59,61,80,99|. Reported procedure: To a stirred solution of 5-bromo-N-((4,6-dimethyl-2-oxo-1,2-dihydropyridin-3-yl)methyl)-3-(ethyl(tetrahydro-2H-pyran-4-yl)amino)-2-methylbenzamide (5.0 g, 10 mmol) and (4-formylphenyl) boronic acid (2.35 g, 15.8 mmol) in dioxane/water (30 mL/10 mL) was added Na2CO3 (4.01 g, 37.9 mmol). The solution was purged with argon for 15 min., Pd(PPh3)4 (1.21 g, 1.05 mmol) and the mixture was heated at 100° C. for 2 h. The mixture was allowed to cool to room temperature, diluted with water and extracted wi... The reactants are NS(=O)(=O)C=1C=C(C=CC1)N1N=C(C=2CCC3=C(C12)C=C(C=C3)[N+](=O)[O-])C(=O)OCC (Ethyl 1-[3-(aminosulfonyl)phenyl]-8-nitro-4,5-dihydro-1H-benzo[g]indazole-3-carboxylate), N.CO (NH3 MeOH). Reaction conditions: time 2 hour. Product: NC1=CC=2C(=CC=C3C(=NN(C23)C2=CC(=CC=C2)S(=O)(=O)N)C(=O)N)C=C1 (8-amino-1-[3-(aminosulfonyl)phenyl]-1H-benzo[g]indazole-3-carboxamide). RXN SMILES: [NH2:1][S:2]([C:5]1[CH:6]=[C:7]([N:11]2[C:19]3[C:18]4[CH:20]=[C:21]([N+:24]([O-])=O)[CH:22]=[CH:23][C:17]=4[CH2:16][CH2:15][C:14]=3[C:13]([C:27]([O:29]CC)=O)=[N:12]2)[CH:8]=[CH:9][CH:10]=1)(=[O:4])=[O:3].[NH3:32].CO>>[NH2:24][C:21]1[CH:22]=[CH:23][C:17]2=[CH:16][CH:15]=[C:14]3[C:19]([N:11]([C:7]4[CH:8]=[CH:9][CH:10]=[C:5]([S:2]([NH2:1])(=[O:3])=[O:4])[CH:6]=4)[N:12]=[C:13]3[C:27]([NH2:32])=[O:29])=[C:18]2[CH:20]=1 |f:1.2|. Procedure: A sealed solution of ethyl 1-[3-(aminosulfonyl)phenyl]-8-nitro-4,5-dihydro-1H-benzo[g]indazole-3-carboxylat from step 1 (2.20 g, 4.98 mmol) in excess NH3/MeOH was heated at 110° C. for 10 h. The mixture was then concentrated to 10 mL, cooled to RT and the solid product collected by filtration. The solid was dissolved in HOAc, exposed to H2 (5 psi) at RT in the presence of Pd—C (5%) for 2 h. The mixture was filtered through celite pad, concentrated, taken into MeOH, filtered again through celite.... Product: FCCC1(SCCCS1)C(=O)OC(C)(C)C (tert-butyl 2-(2-fluoro-ethyl)-[1,3]dithiane-2-carboxylate). Solvent: C1CCOC1 (THF). RXN SMILES: [S:1]1[CH2:6][CH2:5][CH2:4][S:3][CH:2]1[C:7]([O:9][C:10]([CH3:13])([CH3:12])[CH3:11])=[O:8].C([Li])CCC.C1(C)C=CC(S(O[CH2:29][CH2:30][F:31])(=O)=O)=CC=1>C1COCC1>[F:31][CH2:30][CH2:29][C:2]1([C:7]([O:9][C:10]([CH3:13])([CH3:12])[CH3:11])=[O:8])[S:3][CH2:4][CH2:5][CH2:6][S:1]1. Conditions: time 80 minute. The yield is 108.1%. Reactants: C(CCC)[Li] (n-butyl lithium), S1C(SCCC1)C(=O)OC(C)(C)C (tert-butyl [1,3]dithiane-2-carboxylate), C1(=CC=C(C=C1)S(=O)(=O)OCCF)C (2-fluoro-ethyl toluene-4-sulfonate). Procedure: A solution of commercially available reagent of tert-butyl [1,3]dithiane-2-carboxylate (2.0 g, 9.69 mmol) in THF (20 mL) was cooled to −78° C., and n-butyl lithium (1.67 M solution in n-hexane, 8.62 mL, 13.6 mmol) was then added over 10 minutes. The mixture was stirred for 80 minutes, and 2-fluoro-ethyl toluene-4-sulfonate (2.95 g, 13.5 mmol, known compound, ref. Tetrahedron (2005), 61 (35), 8410-8418) was then added. The mixture was stirred at −78° C. for 30 minutes, and the cooling bath was th... Reported procedure: 0.24 cm3 of butyryl chloride is added to 500 mg of 6-bromo-1H-indazole-3-amine described previously in Example 12, in 15 cm3 of pyridine, and cooled to about 5° C. The reaction medium is allowed to return to about 19° C. over 50 hours. The reaction medium is evaporated under reduced pressure (2 kPa; 50° C.). The residue is taken up in 15 cm3 of ethyl acetate and 15 cm3 of distilled water. The organic phase is dried over magnesium sulphate, filtered through a sinter funnel and then evaporated und... The product is BrC1=CC=C2C(=NNC2=C1)NC(CCC)=O (N-[6-bromo-1H-indazol-3-yl]butanamide). The reactants are C(CCC)(=O)Cl (butyryl chloride), BrC1=CC=C2C(=NNC2=C1)N (6-bromo-1H-indazole-3-amine). The solvent is N1=CC=CC=C1 (pyridine). Run at temperature 5 celsius, time 50 hour. As a reaction SMILES: [C:1](Cl)(=[O:5])[CH2:2][CH2:3][CH3:4].[Br:7][C:8]1[CH:16]=[C:15]2[C:11]([C:12]([NH2:17])=[N:13][NH:14]2)=[CH:10][CH:9]=1>N1C=CC=CC=1>[Br:7][C:8]1[CH:16]=[C:15]2[C:11]([C:12]([NH:17][C:1](=[O:5])[CH2:2][CH2:3][CH3:4])=[N:13][NH:14]2)=[CH:10][CH:9]=1. Starting materials: CCO, Cl, Cl, Cc1ccnc2c1C(=O)CC(c1cc(F)ccc1F)C2, N=C(N)NN, O. Product: Cl, Cc1ccnc2c1C(=NNC(=N)N)CC(c1cc(F)ccc1F)C2. RXN SMILES: [CH3:29][CH2:30][OH:31].[ClH:21].[ClH:27].[F:1][c:2]1[c:3]([CH:9]2[CH2:10][C:11](=[O:20])[c:12]3[c:13]([CH3:19])[cH:14][cH:15][n:16][c:17]3[CH2:18]2)[cH:4][c:5]([F:8])[cH:6][cH:7]1.[NH2:22][NH:23][C:24](=[NH:25])[NH2:26].[OH2:28]>>[ClH:21].[F:1][c:2]1[c:3]([CH:9]2[CH2:10][C:11](=[N:22][NH:23][C:24](=[NH:25])[NH2:26])[c:12]3[c:13]([CH3:19])[cH:14][cH:15][n:16][c:17]3[CH2:18]2)[cH:4][c:5]([F:8])[cH:6][cH:7]1.